From a dataset of the Open Reaction Database (ORD), a public repository of structured organic reaction records. describe an organic reaction: reactants, conditions, products, and yield As a reaction SMILES: [Br:19][CH2:20][CH2:21][CH2:22][Cl:23].[CH3:1][O:2][c:3]1[cH:4][c:5]([CH:11]([C:12](=[O:13])[O:14][CH2:15][CH3:16])[C:17]#[N:18])[cH:6][cH:7][c:8]1[O:9][CH3:10].[CH3:24][N:25]([CH3:26])[CH:27]=[O:28]>>[CH3:1][O:2][c:3]1[c:4]([CH2:20][CH2:21][CH2:22][Cl:23])[c:5]([CH:11]([C:12](=[O:13])[O:14][CH2:15][CH3:16])[C:17]#[N:18])[cH:6][cH:7][c:8]1[O:9][CH3:10]. Starting materials: ClCCCBr, CCOC(=O)C(C#N)c1ccc(OC)c(OC)c1, CN(C)C=O. Yields the product CCOC(=O)C(C#N)c1ccc(OC)c(OC)c1CCCCl. Starting materials: C=CC1=CC=CC=C1 (Styrene), 3749g, [OH-].[Na+] (sodium hydroxide), S(O)(O)(=O)=O (sulfuric acid), [OH-].[Na+] (sodium hyroxide), C=CC1=CC=CC=C1 (styrene), C1(=CC=CC=C1)C (Toluene), S(O)(O)(=O)=O (Sulfuric acid), 981g. Solvent: O (water). Reaction conditions: time 30 minute. The product is 7375g, C1(=CC=CC=C1)C(C)C1=C(C=CC=C1)C (phenyltolylethane). As a reaction SMILES: [C:1]1([CH3:7])[CH:6]=[CH:5][CH:4]=[CH:3][CH:2]=1.S(=O)(=O)(O)O.[CH2:13]=[CH:14][C:15]1[CH:20]=[CH:19][CH:18]=[CH:17][CH:16]=1.[OH-].[Na+]>O>[C:15]1([CH:14]([C:2]2[CH:3]=[CH:4][CH:5]=[CH:6][C:1]=2[CH3:7])[CH3:13])[CH:20]=[CH:19][CH:18]=[CH:17][CH:16]=1 |f:3.4|. Procedure: Toluene 4423g was charged to a 12 liter bottom outlet Pyrex reactor equipped with a mechanical agitator, heating mantle, addition funnel, cooling coil, thermometer, and a reflux condenser. Sulfuric acid, 981g of 96% was charged in one portion with agitation. Styrene, 3749g, was added dropwise at 80°-85° over 90 min. The mixture was agitated for an additional 30 min. At 80°-85° C. after the styrene addition was complete, the mixture was allowed to settle for 45 min. and the lower sulfuric acid la... Reactants: C(C1=CC=CC=C1)(=O)SC=1C=NC=CC1 (3-benzoylthiopyridine), BrCCN1C(C=2C(C1=O)=CC=CC2)=O (N-(2-bromoethyl)phthalimide). Yields the product [Br-].C1(C=2C(C(N1CC[N+]1=CC(=CC=C1)SC(C1=CC=CC=C1)=O)=O)=CC=CC2)=O (1-(2-phthalimidoethyl)-3-benzoylthiopyridinium bromide). The yield is 44.3%. RXN SMILES: [C:1]([S:9][C:10]1[CH:11]=[N:12][CH:13]=[CH:14][CH:15]=1)(=[O:8])[C:2]1[CH:7]=[CH:6][CH:5]=[CH:4][CH:3]=1.[Br:16][CH2:17][CH2:18][N:19]1[C:23](=[O:24])[C:22]2=[CH:25][CH:26]=[CH:27][CH:28]=[C:21]2[C:20]1=[O:29]>>[Br-:16].[C:20]1(=[O:29])[N:19]([CH2:18][CH2:17][N+:12]2[CH:13]=[CH:14][CH:15]=[C:10]([S:9][C:1](=[O:8])[C:2]3[CH:3]=[CH:4][CH:5]=[CH:6][CH:7]=3)[CH:11]=2)[C:23](=[O:24])[C:22]2=[CH:25][CH:26]=[CH:27][CH:28]=[C:21]12 |f:2.3|. Reported procedure: A mixture of 3-benzoylthiopyridine (8.6 g) and N-(2-bromoethyl)phthalimide (12.2 g) was heated for eight hours at 95°-100° C. and triturated in chloroform (100 ml) for 30 minutes at room temperature. The resulting precipitates were collected by filtration, washed with chloroform and dried to give 1-(2-phthalimidoethyl)-3-benzoylthiopyridinium bromide (8.3 g). The reactants are [BH4-], COC(=O)C12CC3CC(C1)C(=O)C(C3)C2, CC(=O)O, CCO, CC(N)(CN)c1cccc(Cl)c1, [Na+], O. The product is COC(=O)C12CC3CC(C1)C(NCC(C)(N)c1cccc(Cl)c1)C(C3)C2. RXN SMILES: [BH4-:32].[CH3:13][O:14][C:15](=[O:16])[C:17]12[CH2:18][CH:19]3[C:20](=[O:27])[CH:21]([CH2:22][CH:23]([CH2:24]1)[CH2:25]3)[CH2:26]2.[CH3:28][C:29](=[O:30])[OH:31].[CH3:34][CH2:35][OH:36].[Cl:1][c:2]1[cH:3][c:4]([C:8]([CH2:9][NH2:10])([CH3:11])[NH2:12])[cH:5][cH:6][cH:7]1.[Na+:33].[OH2:37]>>[Cl:1][c:2]1[cH:3][c:4]([C:8]([CH2:9][NH:10][CH:20]2[CH:19]3[CH2:18][C:17]4([C:15]([O:14][CH3:13])=[O:16])[CH2:24][CH:23]([CH2:22][CH:21]2[CH2:26]4)[CH2:25]3)([CH3:11])[NH2:12])[cH:5][cH:6][cH:7]1. The reactants are CCO, CCOC(=O)CCCCc1cccc(OC)c1, Cl, [Na+], C1CCOC1, [OH-], O. Product: COc1cccc(CCCCC(=O)O)c1. As a reaction SMILES: [CH3:18][CH2:19][OH:20].[CH3:1][O:2][c:3]1[cH:4][c:5]([CH2:9][CH2:10][CH2:11][CH2:12][C:13](=[O:14])[O:15][CH2:16][CH3:17])[cH:6][cH:7][cH:8]1.[ClH:23].[Na+:22].[O:25]1[CH2:26][CH2:27][CH2:28][CH2:29]1.[OH-:21].[OH2:24]>>[CH3:1][O:2][c:3]1[cH:4][c:5]([CH2:9][CH2:10][CH2:11][CH2:12][C:13](=[O:14])[OH:15])[cH:6][cH:7][cH:8]1. The reactants are CN1N=C(N=C1NCCCOC1=CC(=CC=C1)CN1CCCCC1)CCCC(=O)[O-].[K+] (Potassium 1-methyl-5[[3-[3-(1-piperidinylmethyl)phenoxy]propyl]amino]-1H-1,2,4-triazole-3-butanoate), S(O)(O)(=O)=O (sulphuric acid), C(C)O (ethanol). The product is CN1N=C(N=C1NCCCOC1=CC(=CC=C1)CN1CCCCC1)CCCC(=O)OCC (Ethyl 1-Methyl-5-[[3-[3-(1-piperidinylmethyl)phenoxy]propyl]amino]-1H-1,2,4-triazole-3-butanoate). RXN SMILES: [CH3:1][N:2]1[C:6]([NH:7][CH2:8][CH2:9][CH2:10][O:11][C:12]2[CH:17]=[CH:16][CH:15]=[C:14]([CH2:18][N:19]3[CH2:24][CH2:23][CH2:22][CH2:21][CH2:20]3)[CH:13]=2)=[N:5][C:4]([CH2:25][CH2:26][CH2:27][C:28]([O-:30])=[O:29])=[N:3]1.[K+].S(=O)(=O)(O)O.[CH2:37](O)[CH3:38]>>[CH3:1][N:2]1[C:6]([NH:7][CH2:8][CH2:9][CH2:10][O:11][C:12]2[CH:17]=[CH:16][CH:15]=[C:14]([CH2:18][N:19]3[CH2:20][CH2:21][CH2:22][CH2:23][CH2:24]3)[CH:13]=2)=[N:5][C:4]([CH2:25][CH2:26][CH2:27][C:28]([O:30][CH2:37][CH3:38])=[O:29])=[N:3]1 |f:0.1|. Procedure details: Potassium 1-methyl-5[[3-[3-(1-piperidinylmethyl)phenoxy]propyl]amino]-1H-1,2,4-triazole-3-butanoate (2.0 g) and concentrated sulphuric acid (1 ml) in anhydrous ethanol (200 ml) was heated under reflux for 16 h. The suspension was filtered, the filtrate evaporated, and saturated aqueous sodium bicarbonate (50 ml) added. The mixture was extracted with ethyl acetate, the extract washed with brine, dried, and evaporated to give the title compound (1.0 g) as an oil. Reactants: C[Si](C)(C)I (trimethylsilyl iodide), C(C)(=O)OC1=C(C=C(C=C1C(C)(C)C)OC)C(C)(C)C (4-Acetoxy-3,5-di-tert-butylanisole), C(O)([O-])=O.[Na+] (sodium hydrogen carbonate). The solvent is ClCCl (dichloromethane). Conditions: time 2 day. The product is C(C)(=O)OC1=C(C=C(C=C1C(C)(C)C)O)C(C)(C)C (4-acetoxy-3,5-di-tert-butylphenol). Yield: 80.0%. RXN SMILES: [C:1]([O:4][C:5]1[C:10]([C:11]([CH3:14])([CH3:13])[CH3:12])=[CH:9][C:8]([O:15]C)=[CH:7][C:6]=1[C:17]([CH3:20])([CH3:19])[CH3:18])(=[O:3])[CH3:2].C[Si](I)(C)C.C(=O)([O-])O.[Na+]>ClCCl>[C:1]([O:4][C:5]1[C:10]([C:11]([CH3:13])([CH3:12])[CH3:14])=[CH:9][C:8]([OH:15])=[CH:7][C:6]=1[C:17]([CH3:20])([CH3:19])[CH3:18])(=[O:3])[CH3:2] |f:2.3|. Procedure: 4-Acetoxy-3,5-di-tert-butylanisole (0.50 g) was dissolved in dichloromethane (2 ml). After cooling with ice, trimethylsilyl iodide (0.31 ml) was added dropwise. The mixture was allowed to warm slowly to room temperature and stirred for 2 days; thereafter, a saturated aqueous solution of sodium hydrogen carbonate was added to the reaction mixture. The mixture was subjected to extraction with diethyl ether and the organic layer was washed with saturated brine, dried over anhydrous magnesium sulfat...